From a dataset of the Open Reaction Database (ORD), a public repository of structured organic reaction records. describe an organic reaction: reactants, conditions, products, and yield Reactants: C(C)(=O)OCC (Ethyl acetate), C(C)(C)(C)OC(=O)N1CCC2(CC1)CCC(CC2)(O)C2=CC(=C(C=C2)Cl)Cl (9-(3,4-Dichloro-phenyl)-9-hydroxy-3-aza-spiro[5.5]undecane-3-carboxylic acid tert-butyl ester), [OH-].[Na+] (sodium hydroxide). Run in FC(C(=O)O)(F)F (trifluoroacetic acid). Yields the product ClC=1C=C(C=CC1Cl)C1=CCC2(CCNCC2)CC1 (9-(3,4-dichloro-phenyl)-3-aza-spiro[5.5]undec-8-ene). Yield: 104.9%. Reaction SMILES: C(OC([N:8]1[CH2:13][CH2:12][C:11]2([CH2:18][CH2:17][C:16]([C:20]3[CH:25]=[CH:24][C:23]([Cl:26])=[C:22]([Cl:27])[CH:21]=3)(O)[CH2:15][CH2:14]2)[CH2:10][CH2:9]1)=O)(C)(C)C.C(OCC)(=O)C.[OH-].[Na+]>FC(F)(F)C(O)=O>[Cl:27][C:22]1[CH:21]=[C:20]([C:16]2[CH2:17][CH2:18][C:11]3([CH2:10][CH2:9][NH:8][CH2:13][CH2:12]3)[CH2:14][CH:15]=2)[CH:25]=[CH:24][C:23]=1[Cl:26] |f:2.3|. Procedure: 9-(3,4-Dichloro-phenyl)-9-hydroxy-3-aza-spiro[5.5]undecane-3-carboxylic acid tert-butyl ester (547 mg, 1.32 mmol) was dissolved in trifluoroacetic acid (25 mL) and heated to reflux over night. Ethyl acetate was added and the reaction mixture was basified with sodium hydroxide (2 N). The aqueous phase was extracted three times with ethyl acetate and the combined organic phase was washed with brine, dried (sodium sulfate), filtered and evaporated to give 410 mg (100%) of 9-(3,4-dichloro-phenyl)-3-... The reactants are B, C=CCC1(c2ccccc2)CCN(C(CC)c2ccc(Br)cc2)C(=O)O1, C1CCOC1, C1CCOC1. Product: CCC(c1ccc(Br)cc1)N1CCC(CCCO)(c2ccccc2)OC1=O. RXN SMILES: [BH3:27].[CH2:1]([CH:2]=[CH2:3])[C:4]1([c:21]2[cH:22][cH:23][cH:24][cH:25][cH:26]2)[CH2:5][CH2:6][N:7]([CH:11]([CH2:12][CH3:13])[c:14]2[cH:15][cH:16][c:17]([Br:20])[cH:18][cH:19]2)[C:8](=[O:10])[O:9]1.[CH2:28]1[CH2:31][CH2:30][CH2:29][O:32]1.[O:33]1[CH2:34][CH2:35][CH2:36][CH2:37]1>>[CH2:1]([CH2:2][CH2:3][OH:32])[C:4]1([c:21]2[cH:22][cH:23][cH:24][cH:25][cH:26]2)[CH2:5][CH2:6][N:7]([CH:11]([CH2:12][CH3:13])[c:14]2[cH:15][cH:16][c:17]([Br:20])[cH:18][cH:19]2)[C:8](=[O:10])[O:9]1. The reactants are C(CCCCC)S(=O)(=O)O (hexane-1-sulphonic acid), CC(=O)N(CCCCCNC(=O)CCC(=O)N(CCCCCNC(=O)CCC(=O)N(CCCCCN)O)O)O (desferrioxamine-B). Product: C(CCCCC)S(=O)(=O)[O-] (hexane-1-sulphonate), CC(=O)N(CCCCCNC(=O)CCC(=O)N(CCCCCNC(=O)CCC(=O)N(CCCCCN)O)O)O (desferrioxamine-B). Reaction SMILES: [CH2:1]([S:7]([OH:10])(=[O:9])=[O:8])[CH2:2][CH2:3][CH2:4][CH2:5][CH3:6].[CH3:11][C:12]([N:14]([OH:49])[CH2:15][CH2:16][CH2:17][CH2:18][CH2:19][NH:20][C:21]([CH2:23][CH2:24][C:25]([N:27]([OH:48])[CH2:28][CH2:29][CH2:30][CH2:31][CH2:32][NH:33][C:34]([CH2:36][CH2:37][C:38]([N:40]([OH:47])[CH2:41][CH2:42][CH2:43][CH2:44][CH2:45][NH2:46])=[O:39])=[O:35])=[O:26])=[O:22])=[O:13]>>[CH2:1]([S:7]([O-:10])(=[O:9])=[O:8])[CH2:2][CH2:3][CH2:4][CH2:5][CH3:6].[CH3:11][C:12]([N:14]([OH:49])[CH2:15][CH2:16][CH2:17][CH2:18][CH2:19][NH:20][C:21]([CH2:23][CH2:24][C:25]([N:27]([OH:48])[CH2:28][CH2:29][CH2:30][CH2:31][CH2:32][NH:33][C:34]([CH2:36][CH2:37][C:38]([N:40]([OH:47])[CH2:41][CH2:42][CH2:43][CH2:44][CH2:45][NH2:46])=[O:39])=[O:35])=[O:26])=[O:22])=[O:13]. Procedure: Following a procedure analogous to that of Example 1, hexane-1-sulphonic acid and desferrioxamine-B are reacted to give the hexane-1-sulphonate salt of desferrioxamine-B. Mp 138° C. C31H62O11N6S Calcd C: 51.22%, H: 8.60%, N: 11.56%, S: 4.41%; Found C: 51.04%, H: 8.50%, N: 11.40%, S: 4.19%.